The task is: describe an organic reaction: reactants, conditions, products, and yield. This data is from the Open Reaction Database (ORD), a public repository of structured organic reaction records. Reaction SMILES: [H-:1].[I:13][CH2:14][CH2:15][CH2:16][C:17]([CH3:18])([N+:19](=[O:20])[O-:21])[CH3:22].[Na+:2].[O:23]=[CH:24][N:25]([CH3:26])[CH3:27].[o:3]1[c:4](=[O:12])[nH:5][c:6]2[c:7]1[cH:8][cH:9][cH:10][cH:11]2>>[o:3]1[c:4](=[O:12])[n:5]([CH2:15][CH2:16][C:17]([CH3:18])([N+:19](=[O:20])[O-:21])[CH3:22])[c:6]2[c:7]1[cH:8][cH:9][cH:10][cH:11]2. The reactants are [H-], CC(C)(CCCI)[N+](=O)[O-], [Na+], CN(C)C=O, O=c1[nH]c2ccccc2o1. The product is CC(C)(CCn1c(=O)oc2ccccc21)[N+](=O)[O-].